Dataset: the Open Reaction Database (ORD), a public repository of structured organic reaction records. Task: describe an organic reaction: reactants, conditions, products, and yield Starting materials: ClC=1N=C(C2=C(N1)SC(=C2)C)C2=CC=CC=C2 (2-chloro-6-methyl-4-phenyl-thieno[2,3-d]pyrimidine), C(C1=CC=CC=C1)N1CC(NCC1)C (1-benzyl-3-methylpiperazine), C([O-])([O-])=O (carbonate), CN(C=O)C (dimethylformamide). Run in O (water), C1=CC=CC=C1 (benzene). The product is C(C1=CC=CC=C1)N1CC(N(CC1)C=1N=C(C2=C(N1)SC(=C2)C)C2=CC=CC=C2)C (2-(4-benzyl-2-methylpiperazinyl)-6-methyl-4-phenyl-thieno[2,3-d]pyrimidine). Isolated yield 90.1%. Reaction SMILES: Cl[C:2]1[N:3]=[C:4]([C:12]2[CH:17]=[CH:16][CH:15]=[CH:14][CH:13]=2)[C:5]2[CH:10]=[C:9]([CH3:11])[S:8][C:6]=2[N:7]=1.[CH2:18]([N:25]1[CH2:30][CH2:29][NH:28][CH:27]([CH3:31])[CH2:26]1)[C:19]1[CH:24]=[CH:23][CH:22]=[CH:21][CH:20]=1.C(=O)([O-])[O-].CN(C)C=O>O.C1C=CC=CC=1>[CH2:18]([N:25]1[CH2:30][CH2:29][N:28]([C:2]2[N:3]=[C:4]([C:12]3[CH:17]=[CH:16][CH:15]=[CH:14][CH:13]=3)[C:5]3[CH:10]=[C:9]([CH3:11])[S:8][C:6]=3[N:7]=2)[CH:27]([CH3:31])[CH2:26]1)[C:19]1[CH:20]=[CH:21][CH:22]=[CH:23][CH:24]=1. Procedure: A mixture of 3 g of 2-chloro-6-methyl-4-phenyl-thieno[2,3-d]pyrimidine, 2.2 g of 1-benzyl-3-methylpiperazine, 1.1 g of sodum carbonate and 4 ml of dimethylformamide is reacted under reflux for 3 hours. After cooling, 80 ml of benzene and 80 ml of water are added and two layers are separated. The benzene layer is washed twice with 100 ml of water and then with saturated aqueous sodium chloride solution, and dried over anhydrous sodium sulfate. After distilling off benzene, purification of the pro... Reactants: CN(Cc1c[nH]c(Br)c1)C(=O)OC(C)(C)C, C1COCCOCCOCCOCCO1, CN(C)C=O, Cl, [H-], [Na+], C1CCOC1, O, O=S(=O)(Cl)c1cccnc1. The product is CN(Cc1cc(Br)n(S(=O)(=O)c2cccnc2)c1)C(=O)OC(C)(C)C. As a reaction SMILES: [C:3]([CH3:4])([CH3:5])([CH3:6])[O:7][C:8]([N:9]([CH3:10])[CH2:11][c:12]1[cH:13][nH:14][c:15]([Br:17])[cH:16]1)=[O:18].[CH2:19]1[O:20][CH2:21][CH2:22][O:23][CH2:24][CH2:25][O:26][CH2:27][CH2:28][O:29][CH2:30][CH2:31][O:32][CH2:33]1.[CH3:50][N:51]([CH3:52])[CH:53]=[O:54].[ClH:34].[H-:1].[Na+:2].[O:45]1[CH2:46][CH2:47][CH2:48][CH2:49]1.[OH2:55].[n:35]1[cH:36][c:37]([S:41](=[O:42])(=[O:43])[Cl:44])[cH:38][cH:39][cH:40]1>>[C:3]([CH3:4])([CH3:5])([CH3:6])[O:7][C:8]([N:9]([CH3:10])[CH2:11][c:12]1[cH:13][n:14]([S:41]([c:37]2[cH:36][n:35][cH:40][cH:39][cH:38]2)(=[O:42])=[O:43])[c:15]([Br:17])[cH:16]1)=[O:18]. Product: FC=1C=C(C=C(C1)F)C#CC=C1CCN(CC1)C(=O)OC(C)(C)C (tert-Butyl 4-[3-(3,5-difluorophenyl)prop-2-ynylidene]piperidine-1-carboxylate). Procedure: A mixture of the Compound 49a (0.110 g, 0.40 mmol), palladium tetrakis(triphenylphosphine) (0.023 g, 0.02 mmol), copper(I) iodide (0.0078 g, 0.04 mmol) and 1-ethynyl-3,5-difluorobenzene (49 μL, 0.4 mmol) and TEA (2.5 mL) was heated for 3 h at 80° C. Afterwards, the reaction mixture was cooled, poured into water and extracted with EtOAc. The combined organic layers were washed with brine, dried on Na2SO4 and evaporated to dryness in vacuo to afford a residue (0.062 g.), used in the next step with... The solvent is O (water). Reaction conditions: temperature 80 celsius. The reagents and catalysts are C1(=CC=CC=C1)P(C1=CC=CC=C1)C1=CC=CC=C1.C1(=CC=CC=C1)P(C1=CC=CC=C1)C1=CC=CC=C1.C1(=CC=CC=C1)P(C1=CC=CC=C1)C1=CC=CC=C1.C1(=CC=CC=C1)P(C1=CC=CC=C1)C1=CC=CC=C1.[Pd] (palladium tetrakis(triphenylphosphine)), [Cu]I (copper(I) iodide). RXN SMILES: Br[CH:2]=[C:3]1[CH2:8][CH2:7][N:6]([C:9]([O:11][C:12]([CH3:15])([CH3:14])[CH3:13])=[O:10])[CH2:5][CH2:4]1.[C:16]([C:18]1[CH:23]=[C:22]([F:24])[CH:21]=[C:20]([F:25])[CH:19]=1)#[CH:17]>C1(P(C2C=CC=CC=2)C2C=CC=CC=2)C=CC=CC=1.C1(P(C2C=CC=CC=2)C2C=CC=CC=2)C=CC=CC=1.C1(P(C2C=CC=CC=2)C2C=CC=CC=2)C=CC=CC=1.C1(P(C2C=CC=CC=2)C2C=CC=CC=2)C=CC=CC=1.[Pd].[Cu]I.O>[F:24][C:22]1[CH:23]=[C:18]([C:16]#[C:17][CH:2]=[C:3]2[CH2:8][CH2:7][N:6]([C:9]([O:11][C:12]([CH3:15])([CH3:14])[CH3:13])=[O:10])[CH2:5][CH2:4]2)[CH:19]=[C:20]([F:25])[CH:21]=1 |f:2.3.4.5.6|. Reactants: BrC=C1CCN(CC1)C(=O)OC(C)(C)C (tert-Butyl 4-(bromomethylene)piperidine-1-carboxylate), C(#C)C1=CC(=CC(=C1)F)F (1-ethynyl-3,5-difluorobenzene), TEA. The reactants are CCOC(=O)CC(Cc1ccc(N)c(C)c1COC(C)=O)C(=O)OCC, CC#N, CCOC(C)=O, O=C1CCC(=O)N1Cl. The product is CCOC(=O)CC(Cc1cc(Cl)c(N)c(C)c1COC(C)=O)C(=O)OCC. RXN SMILES: [CH2:1]([CH3:2])[O:3][C:4]([CH:5]([CH2:6][C:7](=[O:8])[O:9][CH2:10][CH3:11])[CH2:12][c:13]1[c:14]([CH2:21][O:22][C:23]([CH3:24])=[O:25])[c:15]([CH3:20])[c:16]([NH2:19])[cH:17][cH:18]1)=[O:26].[CH3:35][C:36]#[N:37].[CH3:38][CH2:39][O:40][C:41](=[O:42])[CH3:43].[Cl:27][N:28]1[C:29](=[O:30])[CH2:31][CH2:32][C:33]1=[O:34]>>[CH2:1]([CH3:2])[O:3][C:4]([CH:5]([CH2:6][C:7](=[O:8])[O:9][CH2:10][CH3:11])[CH2:12][c:13]1[c:14]([CH2:21][O:22][C:23]([CH3:24])=[O:25])[c:15]([CH3:20])[c:16]([NH2:19])[c:17]([Cl:27])[cH:18]1)=[O:26]. Starting materials: CC1=NC2=C(C=CC=C2C(=C1)O)C1=C(C=C(C=C1C)C)C (2-methyl-8-(2,4,6-trimethyl-phenyl)-quinolin-4-ol), O=P(Cl)(Cl)Cl (POCl3), ice water. Run at temperature 130 celsius. The product is ClC1=CC(=NC2=C(C=CC=C12)C1=C(C=C(C=C1C)C)C)C (4-Chloro-2-methyl-8-(2,4,6-trimethyl-phenyl)-quinoline). The yield is 87.0%. Reaction SMILES: [CH3:1][C:2]1[CH:11]=[C:10](O)[C:9]2[C:4](=[C:5]([C:13]3[C:18]([CH3:19])=[CH:17][C:16]([CH3:20])=[CH:15][C:14]=3[CH3:21])[CH:6]=[CH:7][CH:8]=2)[N:3]=1.O=P(Cl)(Cl)[Cl:24]>>[Cl:24][C:10]1[C:9]2[C:4](=[C:5]([C:13]3[C:18]([CH3:19])=[CH:17][C:16]([CH3:20])=[CH:15][C:14]=3[CH3:21])[CH:6]=[CH:7][CH:8]=2)[N:3]=[C:2]([CH3:1])[CH:11]=1. Procedure details: A mixture of 2-methyl-8-(2,4,6-trimethyl-phenyl)-quinolin-4-ol(335 mg, 1.21 mmol) and POCl3(2.5 ml) was heated in 130° C. oil bath for 3 hours. The mixture was cooled and poured into ice-water and extracted with ethyl acetate. The organic layer was washed with brine, dried and concentrated to give 350 mg of crude material as a brown oil. The oil residue was purified through silica gel column chromatography using chloroform as eluent to give 316 mg (87%) of the title compound as a yellow oil. 1H ...